From a dataset of the Open Reaction Database (ORD), a public repository of structured organic reaction records. describe an organic reaction: reactants, conditions, products, and yield Reactants: C1CCOC1, CC(C)(C)[O-], CS(C)=O, Cc1ccc(Cl)c(O)c1F, N#Cc1cc(F)cc(F)c1, [K+], O. Product: Cc1ccc(Cl)c(Oc2cc(F)cc(C#N)c2)c1F. As a reaction SMILES: [CH2:28]1[O:29][CH2:30][CH2:31][CH2:32]1.[CH3:1][C:2]([CH3:3])([O-:4])[CH3:5].[CH3:33][S:34]([CH3:35])=[O:36].[Cl:7][c:8]1[cH:9][cH:10][c:11]([CH3:16])[c:12]([F:15])[c:13]1[OH:14].[F:17][c:18]1[cH:19][c:20]([C:21]#[N:22])[cH:23][c:24]([F:26])[cH:25]1.[K+:6].[OH2:27]>>[Cl:7][c:8]1[cH:9][cH:10][c:11]([CH3:16])[c:12]([F:15])[c:13]1[O:14][c:24]1[cH:23][c:20]([C:21]#[N:22])[cH:19][c:18]([F:17])[cH:25]1. Starting materials: C(C(C)[*:2])[*:1] (polyproylene), Poly(DL-lactide-co-glycolide), lactide, C1C(=O)OCC(=O)O1 (glycolide), CCNC(=O)[C@@H]1CCCN1C(=O)[C@H](CCCNC(=N)N)NC(=O)[C@H](CC(C)C)NC(=O)[C@@H](CC(C)C)NC(=O)[C@H](CC=2C=CC(=CC2)O)NC(=O)[C@H](CO)NC(=O)[C@H](CC3=CNC4=C3C=CC=C4)NC(=O)[C@H](CC5=CNC=N5)NC(=O)[C@@H]6CCC(=O)N6.CC(=O)O (Leuprolide acetate). Solvent: CN1CCCC1=O (NMP), O (water). The product is CCNC(=O)[C@@H]1CCCN1C(=O)[C@H](CCCNC(=N)N)NC(=O)[C@H](CC(C)C)NC(=O)[C@@H](CC(C)C)NC(=O)[C@H](CC=2C=CC(=CC2)O)NC(=O)[C@H](CO)NC(=O)[C@H](CC3=CNC4=C3C=CC=C4)NC(=O)[C@H](CC5=CNC=N5)NC(=O)[C@@H]6CCC(=O)N6 (leuprolide). As a reaction SMILES: C1OC(=O)COC1=O.[CH3:9][CH2:10][NH:11][C:12]([C@H:14]1[N:18]([C:19]([C@@H:21]([NH:29][C:30]([C@@H:32]([NH:37][C:38]([C@H:40]([NH:45][C:46]([C@@H:48]([NH:57][C:58]([C@@H:60]([NH:63][C:64]([C@@H:66]([NH:77][C:78]([C@@H:80]([NH:87][C:88]([C@H:90]2[NH:95][C:93](=[O:94])[CH2:92][CH2:91]2)=[O:89])[CH2:81][C:82]2[N:86]=[CH:85][NH:84][CH:83]=2)=[O:79])[CH2:67][C:68]2[C:72]3[CH:73]=[CH:74][CH:75]=[CH:76][C:71]=3[NH:70][CH:69]=2)=[O:65])[CH2:61][OH:62])=[O:59])[CH2:49][C:50]2[CH:51]=[CH:52][C:53]([OH:56])=[CH:54][CH:55]=2)=[O:47])[CH2:41][CH:42]([CH3:44])[CH3:43])=[O:39])[CH2:33][CH:34]([CH3:36])[CH3:35])=[O:31])[CH2:22][CH2:23][CH2:24][NH:25][C:26]([NH2:28])=[NH:27])=[O:20])[CH2:17][CH2:16][CH2:15]1)=[O:13].CC(O)=O>CN1C(=O)CCC1.O>[CH3:9][CH2:10][NH:11][C:12]([C@H:14]1[N:18]([C:19]([C@@H:21]([NH:29][C:30]([C@@H:32]([NH:37][C:38]([C@H:40]([NH:45][C:46]([C@@H:48]([NH:57][C:58]([C@@H:60]([NH:63][C:64]([C@@H:66]([NH:77][C:78]([C@@H:80]([NH:87][C:88]([C@H:90]2[NH:95][C:93](=[O:94])[CH2:92][CH2:91]2)=[O:89])[CH2:81][C:82]2[N:86]=[CH:85][NH:84][CH:83]=2)=[O:79])[CH2:67][C:68]2[C:72]3[CH:73]=[CH:74][CH:75]=[CH:76][C:71]=3[NH:70][CH:69]=2)=[O:65])[CH2:61][OH:62])=[O:59])[CH2:49][C:50]2[CH:55]=[CH:54][C:53]([OH:56])=[CH:52][CH:51]=2)=[O:47])[CH2:41][CH:42]([CH3:44])[CH3:43])=[O:39])[CH2:33][CH:34]([CH3:36])[CH3:35])=[O:31])[CH2:22][CH2:23][CH2:24][NH:25][C:26]([NH2:28])=[NH:27])=[O:20])[CH2:17][CH2:16][CH2:15]1)=[O:13] |f:1.2|. Procedure: Poly(DL-lactide-co-glycolide) with a molar ratio of lactide to glycolide of 75/25 (Birmingham Polymer, Inc.) was dissolved in NMP to give a solution with 45% by weight polymer. This solution was filled into 3.0 cc polyproylene syringes with a male luer lock fitting and terminally sterilized by exposure to gamma irradiation at 23.2-24.6 kilograys. The polymer molecular weight after irradiation was 15,094 daltons. Leuprolide acetate was dissolved in water, sterile filtered through 0.2 mm filter an...